describe an organic reaction: reactants, conditions, products, and yield From a dataset of the Open Reaction Database (ORD), a public repository of structured organic reaction records. Starting materials: N1CC(C1)CN1N=CC(=C1)C1=CNC2=CC(=CC=C12)F (3-(1-(azetidin-3-ylmethyl)-1H-pyrazol-4-yl)-6-fluoro-1H-indole), S(O)(O)(=O)=O (sulfuric acid), CO (MeOH), O (water). Conditions: temperature 85 celsius, time 8 hour. The product is FC1=CC=C2C(=CNC2=C1)C=1C=NN(C1)CC(=O)OC (methyl 2-(4-(6-fluoro-1H-indol-3-yl)-1H-pyrazol-1-yl)acetate). Yield: 31.0%. As a reaction SMILES: N1C[CH:3]([CH2:5][N:6]2[CH:10]=[C:9]([C:11]3[C:19]4[C:14](=[CH:15][C:16]([F:20])=[CH:17][CH:18]=4)[NH:13][CH:12]=3)[CH:8]=[N:7]2)C1.S(=O)(=O)(O)O.[OH2:26].[CH3:27][OH:28]>>[F:20][C:16]1[CH:15]=[C:14]2[C:19]([C:11]([C:9]3[CH:8]=[N:7][N:6]([CH2:5][C:3]([O:28][CH3:27])=[O:26])[CH:10]=3)=[CH:12][NH:13]2)=[CH:18][CH:17]=1. Reported procedure: To a solution of 2-(4-(6-fluoro-1H-indol-3-yl)-1H-pyrazol-1-yl)acetic acid (Example 6; 100 mg; 0.39 mmol) in MeOH (10 mL) was added concentrated sulfuric acid (0.02 mL; 0.39 mmol). The mixture was stirred at 85° C. overnight, cooled to r.t., poured into water, extracted with EtOAc (10 mL×3). The combined organic layers were washed with brine, dried over anhydrous Na2SO4, concentrated, and purified by preparative TLC (petroleum ether/EtOAc=1/1) to afford 33 mg (31%) of the title compound as a whi... Reactants: C(CC)C1=NC2=C(N1CC1=CC=C(C=C1)C=1C(=CC=CC1)C(=O)OC(C)(C)C)C=C(C=C2C)C=2NC1=C(N2)C=CC=C1 (tert.-butyl 4'-[[2-n-propyl-4-methyl-6-(benzimidazol-2-yl)-benzimidazol-1-yl]-methyl]-biphenyl-2-carboxylate), FC(C(=O)O)(F)F (trifluoroacetic acid). The solvent is C(Cl)Cl (methylene chloride). Product: C(CC)C1=NC2=C(N1CC1=CC=C(C=C1)C=1C(=CC=CC1)C(=O)O)C=C(C=C2C)C=2NC1=C(N2)C=CC=C1 (4'-[[2-n-Propyl-4-methyl-6-(benzimidazol-2-yl)-benzimidazol-1-yl]-methyl]-biphenyl-2-carboxylic acid). As a reaction SMILES: [CH2:1]([C:4]1[N:8]([CH2:9][C:10]2[CH:15]=[CH:14][C:13]([C:16]3[C:17]([C:22]([O:24]C(C)(C)C)=[O:23])=[CH:18][CH:19]=[CH:20][CH:21]=3)=[CH:12][CH:11]=2)[C:7]2[CH:29]=[C:30]([C:34]3[NH:35][C:36]4[CH:42]=[CH:41][CH:40]=[CH:39][C:37]=4[N:38]=3)[CH:31]=[C:32]([CH3:33])[C:6]=2[N:5]=1)[CH2:2][CH3:3].FC(F)(F)C(O)=O>C(Cl)Cl>[CH2:1]([C:4]1[N:8]([CH2:9][C:10]2[CH:11]=[CH:12][C:13]([C:16]3[C:17]([C:22]([OH:24])=[O:23])=[CH:18][CH:19]=[CH:20][CH:21]=3)=[CH:14][CH:15]=2)[C:7]2[CH:29]=[C:30]([C:34]3[NH:35][C:36]4[CH:42]=[CH:41][CH:40]=[CH:39][C:37]=4[N:38]=3)[CH:31]=[C:32]([CH3:33])[C:6]=2[N:5]=1)[CH2:2][CH3:3]. Reported procedure: Prepared analogously to Example 1 from tert.-butyl 4'-[[2-n-propyl-4-methyl-6-(benzimidazol-2-yl)-benzimidazol-1-yl]-methyl]-biphenyl-2-carboxylate and trifluoroacetic acid in methylene chloride.